Dataset: the Open Reaction Database (ORD), a public repository of structured organic reaction records. Task: describe an organic reaction: reactants, conditions, products, and yield The reactants are COC(C=C(C)C=1C=C2C(=CN(C2=CC1)S(=O)(=O)C1=CC=CC=C1)C1=C(C(=CC(=C1)C(C)(C)C)C(C)(C)C)OCC(F)(F)F)=O (3-{1-Benzenesulfonyl-3-[3,5-di-tert-butyl-2-(2,2,2-trifluoro-ethoxy)-phenyl]-1H-indol-5-yl}-but-2-enoic acid methyl ester), [OH-].[Na+] (NaOH). The solvent is Cl (HCl), CO (methanol), O1CCOCC1 (dioxane). Yields the product C(C)(C)(C)C=1C(=C(C=C(C1)C(C)(C)C)C1=CNC2=CC=C(C=C12)C(=CC(=O)O)C)OCC(F)(F)F (3-{3-[3,5-Di-tert-butyl-2-(2,2,2-trifluoro-ethoxy)-phenyl]-1H-indol-5-yl}-but-2-enoic acid). Isolated yield 53.0%. RXN SMILES: C[O:2][C:3](=[O:45])[CH:4]=[C:5]([C:7]1[CH:8]=[C:9]2[C:13](=[CH:14][CH:15]=1)[N:12](S(C1C=CC=CC=1)(=O)=O)[CH:11]=[C:10]2[C:25]1[CH:30]=[C:29]([C:31]([CH3:34])([CH3:33])[CH3:32])[CH:28]=[C:27]([C:35]([CH3:38])([CH3:37])[CH3:36])[C:26]=1[O:39][CH2:40][C:41]([F:44])([F:43])[F:42])[CH3:6].[OH-].[Na+]>CO.O1CCOCC1.Cl>[C:35]([C:27]1[C:26]([O:39][CH2:40][C:41]([F:44])([F:42])[F:43])=[C:25]([C:10]2[C:9]3[C:13](=[CH:14][CH:15]=[C:7]([C:5]([CH3:6])=[CH:4][C:3]([OH:45])=[O:2])[CH:8]=3)[NH:12][CH:11]=2)[CH:30]=[C:29]([C:31]([CH3:33])([CH3:34])[CH3:32])[CH:28]=1)([CH3:36])([CH3:37])[CH3:38] |f:1.2|. Reported procedure: 3-{1-Benzenesulfonyl-3-[3,5-di-tert-butyl-2-(2,2,2-trifluoro-ethoxy)-phenyl]-1H-indol-5-yl}-but-2-enoic acid methyl ester was dissolved in methanol (1.5 mL)/dioxane (3 mL) and treated with 1N NaOH (2.0 mL) at 60° C. for 2.5 h. Diluted with 1N HCl (15 mL) and extracted with ethyl acetate (3×15 mL). The combined organic portions were washed with water (30 mL), brine (30 mL), dried (MgSO4), filtered and concentrated in vacuo to provide 145 mg of crude material. The material was purified using radia...